From a dataset of the Open Reaction Database (ORD), a public repository of structured organic reaction records. describe an organic reaction: reactants, conditions, products, and yield The reactants are BrCCOC1=NSN=C1C1=C(C=CC=C1Cl)Cl (3-(2-bromoethoxy)-4-(2,6-dichlorophenyl)-1,2,5-thiadiazol e), CNCCC (methylpropylamine). The solvent is C(OC)COC (dimethoxyethane). Product: ClC1=C(C(=CC=C1)Cl)C1=NSN=C1OCCN(CCC)C (3-(2,6-dichlorophenyl)-4-[2-(N-methyl-N-propylamino)ethoxy]-1,2,5-thiadiazole). The yield is 58.4%. Reaction SMILES: Br[CH2:2][CH2:3][O:4][C:5]1[C:9]([C:10]2[C:15]([Cl:16])=[CH:14][CH:13]=[CH:12][C:11]=2[Cl:17])=[N:8][S:7][N:6]=1.[CH3:18][NH:19][CH2:20][CH2:21][CH3:22]>C(COC)OC>[Cl:17][C:11]1[CH:12]=[CH:13][CH:14]=[C:15]([Cl:16])[C:10]=1[C:9]1[C:5]([O:4][CH2:3][CH2:2][N:19]([CH3:18])[CH2:20][CH2:21][CH3:22])=[N:6][S:7][N:8]=1. Procedure: In dimethoxyethane, were mixed and stirred 0.35 g of 3-(2-bromoethoxy)-4-(2,6-dichlorophenyl)-1,2,5-thiadiazol e, 0.3 g methylpropylamine at 50° C. for 6 hours. The reaction mixture was concentrated, and was purified by silica gel chromatography to obtain 0.2 g of 3-(2,6-dichlorophenyl)-4-[2-(N-methyl-N-propylamino)ethoxy]-1,2,5-thiadiazole. Reactants: NC=1C(=NC=CC1)O (3-aminopyridin-2-ol), C(=O)(OCC1=CC=CC=C1)Cl (CbzCl), C(=O)([O-])[O-].[Na+].[Na+] (Na2CO3), C(C)(=O)OCC (Ethyl acetate). Run in C(Cl)Cl (DCM). Run at time 8 hour. Product: OC1=NC=CC=C1NC(OCC1=CC=CC=C1)=O (benzyl (2-hydroxypyridin-3-yl)carbamate). Yield: 90.9%. Reaction SMILES: [NH2:1][C:2]1[C:3]([OH:8])=[N:4][CH:5]=[CH:6][CH:7]=1.[C:9](Cl)([O:11][CH2:12][C:13]1[CH:18]=[CH:17][CH:16]=[CH:15][CH:14]=1)=[O:10].C([O-])([O-])=O.[Na+].[Na+].C(OCC)(=O)C>C(Cl)Cl>[OH:8][C:3]1[C:2]([NH:1][C:9](=[O:10])[O:11][CH2:12][C:13]2[CH:18]=[CH:17][CH:16]=[CH:15][CH:14]=2)=[CH:7][CH:6]=[CH:5][N:4]=1 |f:2.3.4|. Reported procedure: To a solution of 3-aminopyridin-2-ol (8.05 g, 73.0 mmol) in DCM (20 mL) was added CbzCl (13.2 mL, 93.0 mmol) and Na2CO3 (18.0 g, 170 mmol). The mixture was stirred at room temperature overnight. Ethyl acetate (500 mL) was added and the mixture was washed with NaHCO3 (50 mL). The organic phase was dried over MgSO4, filtered and concentrated. The crude product was purified by combi-flash (ISCO, 40 g silica, MeOH/DCM from 3% to 5%, UV254) to afford benzyl (2-hydroxypyridin-3-yl)carbamate (16.2 g, 9... Reactants: C(C1=CC=CC=C1)Br (Benzyl bromide), C(C)OC(NC1=C(C(=NC(=C1)Cl)Cl)[N+](=O)[O-])=O ((2,6-dichloro-3-nitro-pyridin-4-yl)-carbamic acid ethyl ester). The solvent is C(C)#N (acetonitrile). Run at time 16 hour. Product: C(C)OC(N(C1=C(C(=NC(=C1)Cl)Cl)[N+](=O)[O-])CC1=CC=CC=C1)=O (Benzyl-(2,6-dichloro-3-nitro-pyridin-4-yl)-carbamic acid ethyl ester). As a reaction SMILES: [CH2:1](Br)[C:2]1[CH:7]=[CH:6][CH:5]=[CH:4][CH:3]=1.[CH2:9]([O:11][C:12](=[O:25])[NH:13][C:14]1[CH:19]=[C:18]([Cl:20])[N:17]=[C:16]([Cl:21])[C:15]=1[N+:22]([O-:24])=[O:23])[CH3:10]>C(#N)C>[CH2:9]([O:11][C:12](=[O:25])[N:13]([CH2:1][C:2]1[CH:7]=[CH:6][CH:5]=[CH:4][CH:3]=1)[C:14]1[CH:19]=[C:18]([Cl:20])[N:17]=[C:16]([Cl:21])[C:15]=1[N+:22]([O-:24])=[O:23])[CH3:10]. Reported procedure: Benzyl bromide (2.33 ml) was added drop-wise to a stirred suspension of (2,6-dichloro-3-nitro-pyridin-4-yl)-carbamic acid ethyl ester (4.57 g) in acetonitrile (40 ml). The mixture was left to stir at RT under nitrogen for 16 h. The mixture was concentrated in vacuo then partitioned between EtOAc (50 ml) and water (50 ml). The layers were separated and the organics were washed with saturated NH4Cl (50 ml), water (50 ml) and brine (50 ml). The organics were dried (MgSO4) and evaporated to a yellow... The reactants are CC(C)(C)[Si](O[C@H](C(=O)Cl)CC1=CC=CC=C1)(C)C ((2S)-2-((1,1-Dimethylethyl)dimethylsilyloxy)-3-phenylpropanoyl chloride), [H-].[Na+] (sodium hydride), C(=C)C1CCC(N1)=O (5-vinylpyrrolidin-2-one), acid chloride. The solvent is O1CCCC1 (tetrahydrofuran), C(Cl)Cl (methylene chloride), O1CCCC1 (tetrahydrofuran), O1CCCC1 (tetrahydrofuran). Reaction conditions: temperature 25 celsius. Yields the product CC(C)(C)[Si](O[C@H](C(=O)N1C(CC[C@H]1C=C)=O)CC1=CC=CC=C1)(C)C ((5S)-N-((2S)-2-((1,1-dimethylethyl)-dimethylsilyloxy)-3-phenylpropanoyl)-5-ethenylpyrrolidin-2-one). Yield: 45.8%. Reaction SMILES: [H-].[Na+].[CH:3]([CH:5]1[NH:9][C:8](=[O:10])[CH2:7][CH2:6]1)=[CH2:4].[CH3:11][C:12]([Si:15]([CH3:29])([CH3:28])[O:16][C@@H:17]([CH2:21][C:22]1[CH:27]=[CH:26][CH:25]=[CH:24][CH:23]=1)[C:18](Cl)=[O:19])([CH3:14])[CH3:13]>O1CCCC1.C(Cl)Cl>[CH3:14][C:12]([Si:15]([CH3:28])([CH3:29])[O:16][C@@H:17]([CH2:21][C:22]1[CH:23]=[CH:24][CH:25]=[CH:26][CH:27]=1)[C:18]([N:9]1[C@H:5]([CH:3]=[CH2:4])[CH2:6][CH2:7][C:8]1=[O:10])=[O:19])([CH3:11])[CH3:13] |f:0.1|. Reported procedure: To 60% sodium hydride (336 mg, 10 mmol, in mineral oil) in tetrahydrofuran (20 mL) at 0° C. was added dropwise a solution of 5-vinylpyrrolidin-2-one (1.0 g, 9.0 mmol) in tetrahydrofuran (10 mL) over a 5 min period. The cooling bath was removed and the solution was allowed to warm to 25° C. to ensure complete anion generation. To the anion at 25° C. was added dropwise a solution of (2S)-2-((1,1-dimethylethyl)dimethylsilyloxy)-3-phenylpropanoyl chloride (4, 2.98 g, 10 mmol) in tetrahydrofuran (10 ... The reactants are C(CN)N (ethane-1,2-diamine), O (water), C[Al] (methyl aluminum), C(CCC)NC=1C=CC=2N(N1)C(=CN2)C2=CC=C(C(=O)OC)C=C2 (methyl 4-(6-(butylamino)imidazo[1,2-b]pyridazin-3-yl)benzoate). The solvent is C(Cl)(Cl)Cl (chloroform), CO (methanol), C1(=CC=CC=C1)C (toluene), C1(=CC=CC=C1)C (toluene). Reaction conditions: temperature 110 celsius. Yields the product C(C)(=O)O.C(CCC)NC=1C=CC=2N(N1)C(=CN2)C2=CC=C(C=C2)C=2NCCN2 (N-butyl-3-(4-(4,5-dihydro-1H-imidazol-2-yl)phenyl)imidazo[1,2-b]pyridazin-6-amine acetic acid salt). The yield is 5.1%. RXN SMILES: C[Al].[CH2:3]([NH2:6])[CH2:4][NH2:5].[CH2:7]([NH:11][C:12]1[CH:13]=[CH:14][C:15]2[N:16]([C:18]([C:21]3[CH:30]=[CH:29][C:24]([C:25]([O:27]C)=[O:26])=[CH:23][CH:22]=3)=[CH:19][N:20]=2)[N:17]=1)[CH2:8][CH2:9][CH3:10].O>C1(C)C=CC=CC=1.C(Cl)(Cl)Cl.CO>[C:25]([OH:27])(=[O:26])[CH3:24].[CH2:7]([NH:11][C:12]1[CH:13]=[CH:14][C:15]2[N:16]([C:18]([C:21]3[CH:30]=[CH:29][C:24]([C:25]4[NH:5][CH2:4][CH2:3][N:6]=4)=[CH:23][CH:22]=3)=[CH:19][N:20]=2)[N:17]=1)[CH2:8][CH2:9][CH3:10] |f:7.8,^3:1|. Procedure: The solution of methyl aluminum (2.0 M in hexane, 0.31 mL, 0.62 mmol) in toluene (2 mL) was cooled to 0° C. Then to the stirring solution was respectively added dropwise ethane-1,2-diamine (37.4 mg, 0.62 mmol), and the solution of methyl 4-(6-(butylamino)imidazo[1,2-b]pyridazin-3-yl)benzoate (126 mg, 0.39 mmol) in toluene (1 mL). The resulting reaction was refluxed at 110° C. overnight, and then cooled to 0° C. To the solution was added dropwise water (0.05 mL), methanol (0.2 mL) and chloroform ... Starting materials: C(C)(=O)OCC (ethyl acetate), CO (methanol), ClC=1C=C(OCC(CP(OC)(OC)=O)=NOC)C=CC1 (dimethyl 3-(3-chlorophenoxy)-2-methoxyiminopropylphosphonate), ClC=1C=C(OCC(CP(OC)(OC)=O)=NNC(=O)N)C=CC1 (dimethyl 3-(3-chlorophenoxy)-2-semicarbazonopropylphosphonate). The solvent is C(Cl)Cl (methylene dichloride), C1(=CC=CC=C1)C (toluene), C1(=CC=CC=C1)C (toluene). The product is ClC=1C=C(OCC(CP(OC)(OC)=O)=O)C=CC1 (dimethyl 3-(3-chlorophenoxy)-2-oxopropylphosphonate). Reaction SMILES: [Cl:1][C:2]1[CH:3]=[C:4]([CH:18]=[CH:19][CH:20]=1)[O:5][CH2:6][C:7](=NOC)[CH2:8][P:9](=[O:14])([O:12][CH3:13])[O:10][CH3:11].ClC1C=C(C=CC=1)[O:25]CC(=NNC(N)=O)CP(=O)(OC)OC.C(OCC)(=O)C.CO>C1(C)C=CC=CC=1.C(Cl)Cl>[Cl:1][C:2]1[CH:3]=[C:4]([CH:18]=[CH:19][CH:20]=1)[O:5][CH2:6][C:7](=[O:25])[CH2:8][P:9](=[O:14])([O:12][CH3:13])[O:10][CH3:11]. Procedure details: The process described in Example 1 was repeated, using a solution in toluene of dimethyl 3-(3-chlorophenoxy)-2-methoxyiminopropylphosphonate in place of a solution in toluene of dimethyl 3-(3-chlorophenoxy)-2-semicarbazonopropylphosphonate, to give dimethyl 3-(3-chlorophenoxy)-2-oxopropylphosphonate, RF = 0.29 (ethyl acetate), RF = 0.58 (5% v/v methanol in methylene dichloride). Starting materials: ClC1=C(ON)C=C(C=C1)Cl (2,5-dichlorophenoxyamine), O (water), CN(C(=O)Cl)C (dimethylcarbamoyl chloride). Solvent: N1=CC=CC=C1 (pyridine). Conditions: time 12 hour. Product: ClC1=C(ONC(N(C)C)=O)C=C(C=C1)Cl (3-(2,5-Dichlorophenoxy)-1,1-dimethyl urea), crystals. The yield is 62.0%. Reaction SMILES: [Cl:1][C:2]1[CH:9]=[CH:8][C:7]([Cl:10])=[CH:6][C:3]=1[O:4][NH2:5].[CH3:11][N:12]([CH3:16])[C:13](Cl)=[O:14].O>N1C=CC=CC=1>[Cl:1][C:2]1[CH:9]=[CH:8][C:7]([Cl:10])=[CH:6][C:3]=1[O:4][NH:5][C:13](=[O:14])[N:12]([CH3:16])[CH3:11]. Procedure details: 5.00 g (28.1 mmoles) of 2,5-dichlorophenoxyamine was dissolved in 6.8 ml of pyridine, and then 3.02 g (28.1 mmoles) of dimethylcarbamoyl chloride was added. The mixture was stirred at a temperature of from 25° to 30° C. for 12 hours. After an addition of 200 ml of water, the reaction mixture was extracted with ethyl acetate. The extract was washed with a saturated sodium chloride aqueous solution, and dried over anhydrous magnesium sulfate. Ethyl acetate was distilled off under reduced pressure,... Reactants: COc1c(Oc2ccccc2C(C)(C)C)nnc(Cl)c1[Si](C)(C)C, CC#N, C[Si](C)(C)Cl, [I-], [Na+]. Yields the product COc1cc(Cl)nnc1Oc1ccccc1C(C)(C)C. RXN SMILES: [C:8]([CH3:9])([CH3:10])([CH3:11])[c:12]1[c:13]([O:14][c:15]2[n:16][n:17][c:18]([Cl:27])[c:19]([Si:23]([CH3:24])([CH3:25])[CH3:26])[c:20]2[O:21][CH3:22])[cH:28][cH:29][cH:30][cH:31]1.[CH3:32][C:33]#[N:34].[CH3:3][Si:4]([Cl:5])([CH3:6])[CH3:7].[I-:2].[Na+:1]>>[C:8]([CH3:9])([CH3:10])([CH3:11])[c:12]1[c:13]([O:14][c:15]2[n:16][n:17][c:18]([Cl:27])[cH:19][c:20]2[O:21][CH3:22])[cH:28][cH:29][cH:30][cH:31]1. Reactants: CO, N, COC(=O)CCCc1[nH]nc(-c2ccc(F)cc2)c1-c1ccncc1. Product: NC(=O)CCCc1[nH]nc(-c2ccc(F)cc2)c1-c1ccncc1. As a reaction SMILES: [CH3:27][OH:28].[NH3:26].[n:1]1[cH:2][cH:3][c:4](-[c:7]2[c:8](-[c:19]3[cH:20][cH:21][c:22]([F:25])[cH:23][cH:24]3)[n:9][nH:10][c:11]2[CH2:12][CH2:13][CH2:14][C:15]([O:17][CH3:16])=[O:18])[cH:5][cH:6]1>>[n:1]1[cH:2][cH:3][c:4](-[c:7]2[c:8](-[c:19]3[cH:20][cH:21][c:22]([F:25])[cH:23][cH:24]3)[n:9][nH:10][c:11]2[CH2:12][CH2:13][CH2:14][C:15](=[O:17])[NH2:26])[cH:5][cH:6]1.